From a dataset of the Open Reaction Database (ORD), a public repository of structured organic reaction records. describe an organic reaction: reactants, conditions, products, and yield The reactants are CC(C)(C)OC(N)=O, O=C([O-])[O-], O=[N+]([O-])c1ccc(Oc2cc(Cl)ncn2)cc1, [Cs+], [Cs+], CN(C)C=O, O=C(C=Cc1ccccc1)C=Cc1ccccc1, O=C(C=Cc1ccccc1)C=Cc1ccccc1, O=C(C=Cc1ccccc1)C=Cc1ccccc1, [Pd], [Pd]. The product is CC(C)(C)OC(=O)Nc1cc(Oc2ccc([N+](=O)[O-])cc2)ncn1. Reaction SMILES: [C:18]([NH2:19])([O:20][C:21]([CH3:22])([CH3:23])[CH3:24])=[O:25].[C:26](=[O:27])([O-:28])[O-:29].[Cl:1][c:2]1[n:3][cH:4][n:5][c:6]([O:8][c:9]2[cH:10][cH:11][c:12]([N+:15](=[O:16])[O-:17])[cH:13][cH:14]2)[cH:7]1.[Cs+:30].[Cs+:31].[O:32]=[CH:33][N:34]([CH3:35])[CH3:36].[O:39]=[C:40]([CH:41]=[CH:42][c:43]1[cH:44][cH:45][cH:46][cH:47][cH:48]1)[CH:49]=[CH:50][c:51]1[cH:52][cH:53][cH:54][cH:55][cH:56]1.[O:57]=[C:58]([CH:59]=[CH:60][c:61]1[cH:62][cH:63][cH:64][cH:65][cH:66]1)[CH:67]=[CH:68][c:69]1[cH:70][cH:71][cH:72][cH:73][cH:74]1.[O:75]=[C:76]([CH:77]=[CH:78][c:79]1[cH:80][cH:81][cH:82][cH:83][cH:84]1)[CH:85]=[CH:86][c:87]1[cH:88][cH:89][cH:90][cH:91][cH:92]1.[Pd:37].[Pd:38]>>[c:2]1([NH:19][C:18]([O:20][C:21]([CH3:22])([CH3:23])[CH3:24])=[O:25])[n:3][cH:4][n:5][c:6]([O:8][c:9]2[cH:10][cH:11][c:12]([N+:15](=[O:16])[O-:17])[cH:13][cH:14]2)[cH:7]1. The reactants are [Li]CCCC, CCC(C=O)CC, C1CCOC1, COc1ccc(Cn2cncn2)cc1. Product: CCC(CC)C(O)c1ncnn1Cc1ccc(OC)cc1. As a reaction SMILES: [CH2:15]([Li:16])[CH2:17][CH2:18][CH3:19].[CH2:20]([CH3:21])[CH:22]([CH:23]=[O:24])[CH2:25][CH3:26].[CH2:27]1[O:28][CH2:29][CH2:30][CH2:31]1.[CH3:1][O:2][c:3]1[cH:4][cH:5][c:6]([CH2:7][n:8]2[n:9][cH:10][n:11][cH:12]2)[cH:13][cH:14]1>>[CH3:1][O:2][c:3]1[cH:4][cH:5][c:6]([CH2:7][n:8]2[n:9][cH:10][n:11][c:12]2[CH:23]([CH:22]([CH2:20][CH3:21])[CH2:25][CH3:26])[OH:24])[cH:13][cH:14]1. Starting materials: C(C)(C)(C)OC(=O)NCCCN1C(C2=CC(=CC=C2C2=C1C=1C=CC=CC1C2=O)NC(CCCCC(=O)OC)=O)=O (Methyl 6-[(6-(3-((tert-Butoxycarbonyl)amino)propyl)-5,11-dioxo-6,11-dihydro-5H-indeno[1,2-c]isoquinolin-3-yl)amino]-6-oxohexanoate), FC(C(=O)O)(F)F (trifluoroacetic acid). The solvent is C(Cl)(Cl)Cl (chloroform). Yields the product NCCCN1C(C2=CC(=CC=C2C2=C1C=1C=CC=CC1C2=O)NC(CCCCC(=O)OC)=O)=O (Methyl 6-[(6-(3-Aminopropyl)-5,11-dioxo-6,11-dihydro-5H-indeno[1,2-c]isoquinolin-3-yl)amino]-6-oxohexanoate). Reaction SMILES: C(OC([NH:8][CH2:9][CH2:10][CH2:11][N:12]1[C:21]2[C:22]3[CH:23]=[CH:24][CH:25]=[CH:26][C:27]=3[C:28](=[O:29])[C:20]=2[C:19]2[C:14](=[CH:15][C:16]([NH:30][C:31](=[O:40])[CH2:32][CH2:33][CH2:34][CH2:35][C:36]([O:38][CH3:39])=[O:37])=[CH:17][CH:18]=2)[C:13]1=[O:41])=O)(C)(C)C.FC(F)(F)C(O)=O>C(Cl)(Cl)Cl>[NH2:8][CH2:9][CH2:10][CH2:11][N:12]1[C:21]2[C:22]3[CH:23]=[CH:24][CH:25]=[CH:26][C:27]=3[C:28](=[O:29])[C:20]=2[C:19]2[C:14](=[CH:15][C:16]([NH:30][C:31](=[O:40])[CH2:32][CH2:33][CH2:34][CH2:35][C:36]([O:38][CH3:39])=[O:37])=[CH:17][CH:18]=2)[C:13]1=[O:41]. Procedure: Compound 21 (0.030 g, 0.053 mmol) was treated with trifluoroacetic acid (0.25 mL) in chloroform (3 mL) for 2 h at room temperature. The solvent was removed on a rotary evaporator and the residue was then basified with 2 N NH3 in methanol to get the free amine, which was purified by silica gel column chromatography, eluting with chloroform-methanol, 9.2:0.8, to yield the product 26 (0.015 g, 55%) as a red solid: mp 153-155° C. IR (KBr) 2947, 1739, 1705, 1693, 1661, 1570, 1530, 1431, 1197, 760, 66... The reactants are O=C1C2=C(CCCC2)C(=O)N1c1cc(OC2CCCC2)c(Cl)cc1F, NCCc1ccccc1, c1ccccc1. Product: O=C(NCCc1ccccc1)C1=C(C(=O)Nc2cc(OC3CCCC3)c(Cl)cc2F)CCCC1. As a reaction SMILES: [F:1][c:2]1[c:3]([N:15]2[C:16](=[O:25])[C:17]3=[C:18]([C:19]2=[O:20])[CH2:21][CH2:22][CH2:23][CH2:24]3)[cH:4][c:5]([O:9][CH:10]2[CH2:11][CH2:12][CH2:13][CH2:14]2)[c:6]([Cl:8])[cH:7]1.[c:26]1([CH2:32][CH2:33][NH2:34])[cH:27][cH:28][cH:29][cH:30][cH:31]1.[cH:35]1[cH:36][cH:37][cH:38][cH:39][cH:40]1>>[F:1][c:2]1[c:3]([NH:15][C:19]([C:18]2=[C:17]([C:16](=[O:25])[NH:34][CH2:33][CH2:32][c:26]3[cH:27][cH:28][cH:29][cH:30][cH:31]3)[CH2:24][CH2:23][CH2:22][CH2:21]2)=[O:20])[cH:4][c:5]([O:9][CH:10]2[CH2:11][CH2:12][CH2:13][CH2:14]2)[c:6]([Cl:8])[cH:7]1. RXN SMILES: [CH2:35]1[O:36][CH2:37][CH2:38][CH2:39]1.[CH3:1][n:2]1[cH:3][c:4]([C:20]([O:22][c:21]2[c:23]([F:24])[c:25]([F:26])[c:27]([F:28])[c:29]([F:30])[c:31]2[F:32])=[O:33])[c:5]([NH:9][c:10]2[cH:11][c:12]3[cH:13][cH:14][cH:15][cH:16][c:17]3[cH:18][cH:19]2)[cH:6][c:7]1=[O:8].[NH3:34]>>[CH3:1][n:2]1[cH:3][c:4]([C:20](=[O:22])[NH2:34])[c:5]([NH:9][c:10]2[cH:11][c:12]3[cH:13][cH:14][cH:15][cH:16][c:17]3[cH:18][cH:19]2)[cH:6][c:7]1=[O:8]. The product is Cn1cc(C(N)=O)c(Nc2ccc3ccccc3c2)cc1=O. The reactants are C1CCOC1, Cn1cc(C(=O)Oc2c(F)c(F)c(F)c(F)c2F)c(Nc2ccc3ccccc3c2)cc1=O, N. The reactants are CN(C)CC#C (3-(N,N-dimethylamino)propyne), IC1=CC=C(C=C1)/C(=C/COC1=CC(=C(OCC(=O)OC)C=C1)C)/C1=CC2=C(OC(=C2)C)C=C1 (methyl (Z)-[4-[3-(4-iodophenyl)-3-(2-methylbenzo[b]-furan-5-yl)allyloxy]-2-methylphenoxy]acetate). Reagents/catalysts: C=1C=CC(=CC1)[P](C=2C=CC=CC2)(C=3C=CC=CC3)[Pd]([P](C=4C=CC=CC4)(C=5C=CC=CC5)C=6C=CC=CC6)([P](C=7C=CC=CC7)(C=8C=CC=CC8)C=9C=CC=CC9)[P](C=1C=CC=CC1)(C=1C=CC=CC1)C=1C=CC=CC1 (tetrakis(triphenylphosphine)palladium), [Cu]I (copper(I) iodide). Run in O1CCCC1 (tetrahydrofuran), C(C)N(CC)CC (triethylamine), C1=CC=CC=C1 (benzene). Conditions: temperature 0 celsius, time 72 hour. Yields the product CC1=C(OCC(=O)OC)C=CC(=C1)OC\C=C(/C1=CC=C(C=C1)C#CCN(C)C)\C1=CC2=C(OC(=C2)C)C=C1 (methyl (E)-[2-methyl-4-[3-(2-methylbenzo[b]furan-5-yl)-3-[4-[3-(dimethylamino)propynyl]phenyl]-allyloxy]phenoxy]acetate). RXN SMILES: [CH3:1][N:2]([CH2:4][C:5]#[CH:6])[CH3:3].I[C:8]1[CH:13]=[CH:12][C:11](/[C:14](/[C:31]2[CH:40]=[CH:39][C:34]3[O:35][C:36]([CH3:38])=[CH:37][C:33]=3[CH:32]=2)=[CH:15]/[CH2:16][O:17][C:18]2[CH:29]=[CH:28][C:21]([O:22][CH2:23][C:24]([O:26][CH3:27])=[O:25])=[C:20]([CH3:30])[CH:19]=2)=[CH:10][CH:9]=1>O1CCCC1.C(N(CC)CC)C.C1C=CC=CC=1.C1C=CC([P]([Pd]([P](C2C=CC=CC=2)(C2C=CC=CC=2)C2C=CC=CC=2)([P](C2C=CC=CC=2)(C2C=CC=CC=2)C2C=CC=CC=2)[P](C2C=CC=CC=2)(C2C=CC=CC=2)C2C=CC=CC=2)(C2C=CC=CC=2)C2C=CC=CC=2)=CC=1.[Cu]I>[CH3:30][C:20]1[CH:19]=[C:18]([O:17][CH2:16]/[CH:15]=[C:14](/[C:31]2[CH:40]=[CH:39][C:34]3[O:35][C:36]([CH3:38])=[CH:37][C:33]=3[CH:32]=2)\[C:11]2[CH:12]=[CH:13][C:8]([C:6]#[C:5][CH2:4][N:2]([CH3:3])[CH3:1])=[CH:9][CH:10]=2)[CH:29]=[CH:28][C:21]=1[O:22][CH2:23][C:24]([O:26][CH3:27])=[O:25] |^1:62,64,83,102|. Procedure details: Under nitrogen atmosphere, 3-(N,N-dimethylamino)propyne (250 mg, 3.00 mmol) was added to a degassed solution of methyl (Z)-[4-[3-(4-iodophenyl)-3-(2-methylbenzo[b]-furan-5-yl)allyloxy]-2-methylphenoxy]acetate (370 mg, 0.63 mmol; prepared as described in example 25) in a mixture of tetrahydrofuran (6 mL) and triethylamine (6 mL) The solution was cooled to 0° C., tetrakis(triphenylphosphine)palladium (71 mg, 0.06 mmol) and copper(I) iodide (21 mg, 0.11 mmol) were added. The reaction mixture was st... The reactants are CC(C)([O-])C.[Na+] (Sodium t-butoxide), CC=1NC2=CC=C(C=C2C1OC1=CC=C(C=C1)S(=O)(=O)C)C (2,5-Dimethyl-3-[4-(methylsulfonyl)phenoxy]-1H-indole), BrCC(=O)OCC (Ethyl bromoacetate). Solvent: O (water), [OH-].[Na+] (sodium hydroxide), C1CCOC1 (THF). Conditions: time 10 minute. Product: CC=1N(C2=CC=C(C=C2C1OC1=CC=C(C=C1)S(=O)(=O)C)C)CC(=O)O (2,5-Dimethyl-3-[4-(methylsulfonyl)phenoxy]-1H-indole-1-acetic acid). Reaction SMILES: CC(C)([O-])C.[Na+].[CH3:7][C:8]1[NH:9][C:10]2[C:15]([C:16]=1[O:17][C:18]1[CH:23]=[CH:22][C:21]([S:24]([CH3:27])(=[O:26])=[O:25])=[CH:20][CH:19]=1)=[CH:14][C:13]([CH3:28])=[CH:12][CH:11]=2.Br[CH2:30][C:31]([O:33]CC)=[O:32]>C1COCC1.O.[OH-].[Na+]>[CH3:7][C:8]1[N:9]([CH2:30][C:31]([OH:33])=[O:32])[C:10]2[C:15]([C:16]=1[O:17][C:18]1[CH:19]=[CH:20][C:21]([S:24]([CH3:27])(=[O:26])=[O:25])=[CH:22][CH:23]=1)=[CH:14][C:13]([CH3:28])=[CH:12][CH:11]=2 |f:0.1,6.7|. Procedure: Sodium t-butoxide (220 mg) was added to a solution of the product from step (iii) (600 mg) in THF (20 ml) and stirred for 10 min. Ethyl bromoacetate (250 μl) was added and the reaction stirred for a further 1 h. The mixture was then diluted with water (10 ml), 1M aqueous sodium hydroxide (5 ml) added and stirred for 3 h. The mixture was extracted with EtOAc, washed with brine, dried (MgSO4), filtered and evaporated. The residue was purified using reverse phase preparative chromatography (eluent ...